The task is: describe an organic reaction: reactants, conditions, products, and yield. This data is from the Open Reaction Database (ORD), a public repository of structured organic reaction records. The reactants are C1(=CC(=CC=C1)N=C=O)C (m-Tolylisocyanate), C(C)NC1=C(C=C(C=C1)C1=NN(C2=NC=NC(=C21)N)[C@@H]2CC[C@@H](CC2)N2CCN(CC2)C)F (cis-3-[4-(Ethylamino)-3-fluorophenyl]-1-[4-(4-methylpiperazino)cyclohexyl]-1H-pyrazolo[3,4-d]pyrimidin-4-amine), C1(=CC(=CC=C1)N=C=O)C (m-tolylisocyanate). Run in N1=CC=CC=C1 (pyridine). Conditions: time 2.5 hour. The product is NC1=C2C(=NC=N1)N(N=C2C2=CC(=C(C=C2)N(C(=O)NC2=CC(=CC=C2)C)CC)F)[C@@H]2CC[C@@H](CC2)N2CCN(CC2)C (cis-N-(4-{4-Amino-1-[4-(4-methylpiperazino)cyclohexyl]-1H-pyrazolo[3,4-d]pyrimidin-3-yl}-2-fluorophenyl)-N-ethyl-N′-(3-methylphenyl)urea). The yield is 106.1%. As a reaction SMILES: [CH2:1]([NH:3][C:4]1[CH:9]=[CH:8][C:7]([C:10]2[C:18]3[C:13](=[N:14][CH:15]=[N:16][C:17]=3[NH2:19])[N:12]([C@H:20]3[CH2:25][CH2:24][C@@H:23]([N:26]4[CH2:31][CH2:30][N:29]([CH3:32])[CH2:28][CH2:27]4)[CH2:22][CH2:21]3)[N:11]=2)=[CH:6][C:5]=1[F:33])[CH3:2].[C:34]1([CH3:43])[CH:39]=[CH:38][CH:37]=[C:36]([N:40]=[C:41]=[O:42])[CH:35]=1>N1C=CC=CC=1>[NH2:19][C:17]1[N:16]=[CH:15][N:14]=[C:13]2[N:12]([C@H:20]3[CH2:25][CH2:24][C@@H:23]([N:26]4[CH2:31][CH2:30][N:29]([CH3:32])[CH2:28][CH2:27]4)[CH2:22][CH2:21]3)[N:11]=[C:10]([C:7]3[CH:8]=[CH:9][C:4]([N:3]([CH2:1][CH3:2])[C:41]([NH:40][C:36]4[CH:37]=[CH:38][CH:39]=[C:34]([CH3:43])[CH:35]=4)=[O:42])=[C:5]([F:33])[CH:6]=3)[C:18]=12. Procedure: cis-3-[4-(Ethylamino)-3-fluorophenyl]-1-[4-(4-methylpiperazino)cyclohexyl]-1H-pyrazolo[3,4-d]pyrimidin-4-amine (80 mg, 0.177 mmol) was dissolved in pyridine (3 mL) then cooled to 0° C. m-Tolylisocyanate (26 mg, 0.194 mmol) was added to the reaction and stirring was continued at 0° C. for 2.5 hours. The reaction mixture was warmed to room temperature and stirred overnight. Additonal m-tolylisocyanate (13 mg, 0.101 mmol) was added to the reaction mixture and stirring was continued for 1 week. The ... The reactants are CO (methyl alcohol), ClC1=CC=C(CC2=NCCCCC2)C=C1 (2-(4-chlorobenzyl)-4,5,6,7-tetrahydro-3H-azepin), [BH4-].[Na+] (sodium borohydride). Run in Cl (hydrochloric acid), Cl (hydrochloric acid). Conditions: time 1 hour. The product is ClC1=CC=C(CC2NCCCCC2)C=C1 (2-(4-chlorobenzyl)perhydroazepine). RXN SMILES: [Cl:1][C:2]1[CH:15]=[CH:14][C:5]([CH2:6][C:7]2[CH2:13][CH2:12][CH2:11][CH2:10][CH2:9][N:8]=2)=[CH:4][CH:3]=1.CO.[BH4-].[Na+]>Cl>[Cl:1][C:2]1[CH:15]=[CH:14][C:5]([CH2:6][CH:7]2[CH2:13][CH2:12][CH2:11][CH2:10][CH2:9][NH:8]2)=[CH:4][CH:3]=1 |f:2.3|. Procedure: Dissolve the thus-obtained 2-(4-chlorobenzyl)-4,5,6,7-tetrahydro-3H-azepin in diluted hydrochloric acid (pH~5) and mix it with 200 ml of methyl alcohol. Add 7 g of sodium borohydride in small portions within 20 minutes, keeping the pH-value constant by occasional addition of hydrochloric acid. Stir for 1 hour, render alkaline with caustic soda solution and extract with dichlormethane. Dry the organic phase over sodium sulphate, concentrate and distil to obtain 58 g of the title compound with a B... Solvent: CCOCC (ether), Petrol, CCOCC (ether). Run at time 24 hour. Product: ClC1=C(C=CC(=C1)Cl)C1=CC=C(C=C1)[C@H](CCCC=C)O ((S)-1-(2′,4′-Dichloro-biphenyl-4-yl)-hex-5-en-1-ol). As a reaction SMILES: B(Cl)([C@H]1[C@H](C)C2C(C)(C)C(CC2)C1)[C@H]1[C@H](C)C2C(C)(C)C(CC2)C1.[Cl:25][C:26]1[CH:31]=[C:30]([Cl:32])[CH:29]=[CH:28][C:27]=1[C:33]1[CH:38]=[CH:37][C:36]([C:39](=[O:45])[CH2:40][CH2:41][CH2:42][CH:43]=[CH2:44])=[CH:35][CH:34]=1>CCOCC>[Cl:25][C:26]1[CH:31]=[C:30]([Cl:32])[CH:29]=[CH:28][C:27]=1[C:33]1[CH:38]=[CH:37][C:36]([C@@H:39]([OH:45])[CH2:40][CH2:41][CH2:42][CH:43]=[CH2:44])=[CH:35][CH:34]=1. Procedure details: (−)DIP-Chloride (2.4 g) was dissolved in dry ether (10 mL) and cooled in an ethanol/CO2 bath. 1-(2′,4′-Dichloro-biphenyl-4-yl)hex-5-en-1-one (1 g) was dissolved in dry ether (5 mL) and added dropwise to the DIP solution. The mixture was allowed to warm to room temperature and stirred for 24 hours. Petrol (50 mL) was added and the organic layer separated. The aqueous was diluted with water and extracted with a further 50 mL petrol. The organics were combined, dried and evaporated to give a thick ... Starting materials: B([C@@H]1CC2CCC([C@H]1C)C2(C)C)([C@@H]3CC4CCC([C@H]3C)C4(C)C)Cl ((−)DIP-Chloride), ClC1=C(C=CC(=C1)Cl)C1=CC=C(C=C1)C(CCCC=C)=O (1-(2′,4′-Dichloro-biphenyl-4-yl)hex-5-en-1-one). Starting materials: CCOC(=O)C1(NC(=O)c2cccc3c2CCCC3)Cc2c(C)sc(C)c2C1, CCO, [K+], [OH-], O. Product: Cc1sc(C)c2c1CC(NC(=O)c1cccc3c1CCCC3)(C(=O)O)C2. Reaction SMILES: [CH2:1]([CH3:2])[O:3][C:4](=[O:5])[C:6]1([NH:16][C:17](=[O:18])[c:19]2[cH:20][cH:21][cH:22][c:23]3[c:28]2[CH2:27][CH2:26][CH2:25][CH2:24]3)[CH2:7][c:8]2[c:9]([c:10]([CH3:14])[s:11][c:12]2[CH3:13])[CH2:15]1.[CH3:32][CH2:33][OH:34].[K+:30].[OH-:29].[OH2:31]>>[O:3]=[C:4]([OH:5])[C:6]1([NH:16][C:17](=[O:18])[c:19]2[cH:20][cH:21][cH:22][c:23]3[c:28]2[CH2:27][CH2:26][CH2:25][CH2:24]3)[CH2:7][c:8]2[c:9]([c:10]([CH3:14])[s:11][c:12]2[CH3:13])[CH2:15]1. Reactants: COC(=O)CBr, CC(=O)OCCC1Cc2cc(O)c(Cl)c(Cl)c2C1=O, O=C([O-])[O-], CN(C)C=O, Cl, [K+], [K+], O. The product is COC(=O)COc1cc2c(c(Cl)c1Cl)C(=O)C(CCOC(C)=O)C2. Reaction SMILES: [Br:26][CH2:27][C:28](=[O:29])[O:30][CH3:31].[C:1]([CH3:2])(=[O:3])[O:4][CH2:5][CH2:6][CH:7]1[C:8](=[O:19])[c:9]2[c:10]([Cl:18])[c:11]([Cl:17])[c:12]([OH:16])[cH:13][c:14]2[CH2:15]1.[C:20](=[O:21])([O-:22])[O-:23].[CH3:33][N:34]([CH3:35])[CH:36]=[O:37].[ClH:32].[K+:24].[K+:25].[OH2:38]>>[C:1]([CH3:2])(=[O:3])[O:4][CH2:5][CH2:6][CH:7]1[C:8](=[O:19])[c:9]2[c:10]([Cl:18])[c:11]([Cl:17])[c:12]([O:16][CH2:27][C:28](=[O:29])[O:30][CH3:31])[cH:13][c:14]2[CH2:15]1. The reactants are C1CCOC1, [Li]CCCC, CC(C)CC=O, c1ccoc1. RXN SMILES: [CH2:17]1[O:18][CH2:19][CH2:20][CH2:21]1.[CH2:6]([Li:7])[CH2:8][CH2:9][CH3:10].[CH:11]([CH2:12][CH:13]([CH3:14])[CH3:15])=[O:16].[cH:1]1[cH:2][cH:3][o:4][cH:5]1>>[cH:1]1[cH:2][c:3]([CH:11]([CH2:12][CH:13]([CH3:14])[CH3:15])[OH:16])[o:4][cH:5]1. Product: CC(C)CC(O)c1ccco1. Starting materials: C1C(CC2=CC=CC=C12)=O (2-indanone), aqueous hydrochloric solution, [Cl-].[Ce+3].[Cl-].[Cl-] (cerium chloride), FC1=CC=C(C=C1)[Mg]Br (4-Fluorophenylmagnesium bromide), C1C(CC2=CC=CC=C12)=O (2-indanone). The solvent is C1CCOC1 (THF), C1CCOC1 (THF). Conditions: time 2 hour. The product is FC1=CC=C(C=C1)C1(CC2=CC=CC=C2C1)O (2-(4-Fluorophenyl)-2-indanol). The yield is 81.4%. Reaction SMILES: [Cl-].[Ce+3].[Cl-].[Cl-].[F:5][C:6]1[CH:11]=[CH:10][C:9]([Mg]Br)=[CH:8][CH:7]=1.[CH2:14]1[C:22]2[C:17](=[CH:18][CH:19]=[CH:20][CH:21]=2)[CH2:16][C:15]1=[O:23]>C1COCC1>[F:5][C:6]1[CH:11]=[CH:10][C:9]([C:15]2([OH:23])[CH2:16][C:17]3[C:22](=[CH:21][CH:20]=[CH:19][CH:18]=3)[CH2:14]2)=[CH:8][CH:7]=1 |f:0.1.2.3|. Procedure: A suspension of anhydrous cerium chloride (43.9 g, 178.0 mmol) in THF (250 mL) was stirred at room temperature for 2 hours under nitrogen. 4-Fluorophenylmagnesium bromide (75.6 mL of 2.0M solution in diethyl ether, 151.2 mmol) was added at 0° C. and stirred for 3.5 h. A solution of 2-indanone (15.36 g, 116.4 mmol) in THF (20 mL) was added at the same temperature. After stirring at 0° C. for 3 h, the mixture was allowed to warm to room temperature and kept at ambient temperature overnight (12 h)....